From a dataset of the Open Reaction Database (ORD), a public repository of structured organic reaction records. describe an organic reaction: reactants, conditions, products, and yield The reactants are CN1CCOCC1 (N-methylmorpholine), Cl.C(C)N=C=NCCCN(C)C (ethyldimethylaminopropyl carbodiimide hydrochloride), C1(CCCCC1)CC(C(=O)O)NC(C)=NS(=O)(=O)C (3-cyclohexyl-2-(1-methanesulfonyliminoethylamino)-propionic acid), N[C@H](C(O)C=1OC2=C(N1)C=CC=C2)CC (2(S)-amino-1-benzoxazol-2-ylbutan-1-ol). Solvent: C(Cl)Cl (methylene chloride), ice water, Cl (hydrochloric acid). Conditions: time 40 minute. Yields the product O1C(=NC2=C1C=CC=C2)C([C@H](CC)NC(C(CC2CCCCC2)NC=NS(=O)(=O)C)=O)O (N-[1(S)-(benzoxazol-2-ylhydroxymethyl)propyl]-3-cyclohexyl-2-[(methanesulfonyliminomethyl)-amino]propionamide). Yield: 91.1%. RXN SMILES: Cl.C(N=C=NCCCN(C)C)C.[CH:13]1([CH2:19][CH:20]([NH:24][C:25](=[N:27][S:28]([CH3:31])(=[O:30])=[O:29])C)[C:21]([OH:23])=O)[CH2:18][CH2:17][CH2:16][CH2:15][CH2:14]1.[NH2:32][C@@H:33]([CH2:45][CH3:46])[CH:34]([C:36]1[O:37][C:38]2[CH:44]=[CH:43][CH:42]=[CH:41][C:39]=2[N:40]=1)[OH:35].CN1CCOCC1>C(Cl)Cl.Cl>[O:37]1[C:38]2[CH:44]=[CH:43][CH:42]=[CH:41][C:39]=2[N:40]=[C:36]1[CH:34]([OH:35])[C@@H:33]([NH:32][C:21](=[O:23])[CH:20]([NH:24][CH:25]=[N:27][S:28]([CH3:31])(=[O:30])=[O:29])[CH2:19][CH:13]1[CH2:14][CH2:15][CH2:16][CH2:17][CH2:18]1)[CH2:45][CH3:46] |f:0.1|. Procedure details: A mixture of ethyldimethylaminopropyl carbodiimide hydrochloride (0.198 g, 1.14 mmol), hydroybenzotriazole (0.114 g, 0.742 mmol), 3-cyclohexyl-2-(1-methanesulfonyliminoethylamino)-propionic acid (0.205 g, 0.742 mmol) and 2(S)-amino-1-benzoxazol-2-ylbutan-1-ol (0.153 g, 0.743 mmol) in methylene chloride (6 mL) was cooled in an ice bath and then N-methylmorpholine (0.155 g, 1.55 mmol) was added to the reaction mixture which was then stirred at room temperature for 40 min. The reaction mixture was ...